describe an organic reaction: reactants, conditions, products, and yield From a dataset of the Open Reaction Database (ORD), a public repository of structured organic reaction records. Reaction SMILES: [CH:1]1([OH:8])[CH2:6][CH2:5][CH:4]([OH:7])[CH2:3][CH2:2]1.[H-].[Na+].[CH3:11][Si:12]([CH2:15][CH2:16][O:17][CH2:18]Cl)([CH3:14])[CH3:13]>C1COCC1>[CH3:11][Si:12]([CH3:14])([CH3:13])[CH2:15][CH2:16][O:17][CH2:18][O:7][CH:4]1[CH2:5][CH2:6][CH:1]([OH:8])[CH2:2][CH2:3]1 |f:1.2|. Reported procedure: Cyclohexane-1,4-diol (4 g, 34.8 mmol) was dissolved in THF (200 mL). To this solution was added 95% NaH (0.922 g, 36.6 mmol). The mixture was heated to reflux for 1 hour. Then 10 the reaction was cooled down. SEMCl (6.44 mL, 36.6 mmol) was added dropwise. The reaction mixture was heated to reflux again overnight. THF was removed. The residue was purified by flash chromatography to give the desired product (2.10 g, 16%). MS (DCI/NH3) m/z 247 (M+H)+; 1H NMR (400 MHz, CDCl3) δ ppm 0.02 (s, 9H) 0.87... Starting materials: [H-].[Na+] (NaH), C1(CCC(CC1)O)O (Cyclohexane-1,4-diol), C[Si](C)(C)CCOCCl (SEMCl). Product: C[Si](CCOCOC1CCC(CC1)O)(C)C (4-{[2-(trimethylsilyl)ethoxy]methoxy}cyclohexanol). The solvent is C1CCOC1 (THF). The yield is 24.5%. Starting materials: ClC1=NC=NC(=C1N(C(C1=CC=CC=C1)=O)C)Cl (N-(4,6-dichloropyrimidin-5-yl)-N-methylbenzamide), C(CCC)O (1-butanol), [OH-].[NH4+] (ammonium hydroxide), [OH-].[NH4+] (ammonium hydroxide). Product: NC1=NC=NC(=C1N(C(C1=CC=CC=C1)=O)C)Cl (N-(4-amino-6-chloropyrimidin-5-yl)-N-methylbenzamide). As a reaction SMILES: [Cl:1][C:2]1[C:7]([N:8]([CH3:17])[C:9](=[O:16])[C:10]2[CH:15]=[CH:14][CH:13]=[CH:12][CH:11]=2)=[C:6](Cl)[N:5]=[CH:4][N:3]=1.C(O)CCC.[OH-].[NH4+:25]>>[NH2:25][C:6]1[C:7]([N:8]([CH3:17])[C:9](=[O:16])[C:10]2[CH:15]=[CH:14][CH:13]=[CH:12][CH:11]=2)=[C:2]([Cl:1])[N:3]=[CH:4][N:5]=1 |f:2.3|. Procedure: To a solution of N-(4,6-dichloropyrimidin-5-yl)-N-methylbenzamide (0.455 g, 0.00161 mol) in 1-butanol (5 mL, 0.05 mol) was added ammonium hydroxide (0.50 mL, 0.013 mol) and the mixture was refluxed for 24 h. To the reaction was added ammonium hydroxide (1.0 mL, 0.026 mol) and the mixture was refluxed for 24 h, cooled, extracted with a mixture of ethyl acetate:isopropanol, washed with saturated aqueous sodium bicarbonate, brine, dried (Na2SO4), filtered, concentrated and triturated in diethyl eth...